Dataset: the Open Reaction Database (ORD), a public repository of structured organic reaction records. Task: describe an organic reaction: reactants, conditions, products, and yield The reactants are C(C1=CC=CC=C1)OC(C[C@H](C(=O)N[C@@H](C(C)(C)C)C(NC)=O)N1C=C(C=C1)C1=CC=C(C=C1)C1=CC=NC=C1)=O (N-(2,2-dimethyl-1(S)-(methylcarbamoyl)propyl)-3(R)-[3-(4-(pyridin-4-yl)phenyl)-1H-pyrrol-1-yl]succinamic acid benzyl ester). The solvent is CO (MeOH). Yields the product CC([C@@H](C(NC)=O)NC([C@@H](CC(=O)O)N1C=C(C=C1)C1=CC=C(C=C1)C1=CC=NC=C1)=O)(C)C (N-(2,2-dimethyl-1(S)-(methylcarbamoyl)propyl)-3(R)-[3-(4-(pyridin-4-yl)phenyl)-1H-pyrrol-1-yl]succinamic acid). The yield is 32.0%. Reaction SMILES: C([O:8][C:9](=[O:41])[CH2:10][C@@H:11]([N:24]1[CH:28]=[CH:27][C:26]([C:29]2[CH:34]=[CH:33][C:32]([C:35]3[CH:40]=[CH:39][N:38]=[CH:37][CH:36]=3)=[CH:31][CH:30]=2)=[CH:25]1)[C:12]([NH:14][C@H:15]([C:20](=[O:23])[NH:21][CH3:22])[C:16]([CH3:19])([CH3:18])[CH3:17])=[O:13])C1C=CC=CC=1>CO>[CH3:17][C:16]([CH3:19])([CH3:18])[C@H:15]([NH:14][C:12](=[O:13])[C@H:11]([N:24]1[CH:28]=[CH:27][C:26]([C:29]2[CH:30]=[CH:31][C:32]([C:35]3[CH:40]=[CH:39][N:38]=[CH:37][CH:36]=3)=[CH:33][CH:34]=2)=[CH:25]1)[CH2:10][C:9]([OH:41])=[O:8])[C:20](=[O:23])[NH:21][CH3:22]. Procedure details: According to the procedure described in Example 1(a), N-(2,2-dimethyl-1(S)-(methylcarbamoyl)propyl)-3(R)-[3-(4-(pyridin-4-yl)phenyl)-1H-pyrrol-1-yl]succinamic acid benzyl ester was hydrogenolyzed in MeOH after 20 hours. Purification via flash column chromatography with 1% HOAc/10% MeOH/CHCl3 as eluant and azeotrope with n-heptane furnished 24 mg (32%) of N-(2,2-dimethyl-1(S)-(methylcarbamoyl)propyl)-3(R)-[3-(4-(pyridin-4-yl)phenyl)-1H-pyrrol-1-yl]succinamic acid as yellow crystals. 1H NMR (CD3OD... Reactants: C(C1=CC=CC=C1)O (Benzyl alcohol), C(=O)N1CCOCC1 (4-Formylmorpholine), BrC1=CC=C(C=C1)CC(=O)O (4-bromophenylacetic acid), C(C(=O)Cl)(=O)Cl (oxalyl chloride). Solvent: ClCCl (dichloromethane). Conditions: time 2 hour. Product: BrC1=CC=C(C=C1)CC(=O)OCC1=CC=CC=C1 (Benzyl (4-bromophenyl)acetate). Yield: 95.1%. RXN SMILES: C(N1CCOCC1)=O.[Br:9][C:10]1[CH:15]=[CH:14][C:13]([CH2:16][C:17]([OH:19])=[O:18])=[CH:12][CH:11]=1.C(Cl)(=O)C(Cl)=O.[CH2:26](O)[C:27]1[CH:32]=[CH:31][CH:30]=[CH:29][CH:28]=1>ClCCl>[Br:9][C:10]1[CH:11]=[CH:12][C:13]([CH2:16][C:17]([O:19][CH2:26][C:27]2[CH:32]=[CH:31][CH:30]=[CH:29][CH:28]=2)=[O:18])=[CH:14][CH:15]=1. Reported procedure: 4-Formylmorpholine (50 μL) was added to a stirred solution of 4-bromophenylacetic acid (5.00 g, 23.3 mmol) and oxalyl chloride (5.89 g, 4.05 mL, 46.6 mmol) in dichloromethane (30 mL) under nitrogen at room temperature. When gas evolution ceased the volatiles were evaporated and the residue was taken up in dichloromethane (30 mL). Benzyl alcohol (2.52 g, 2.41 mL, 23.3 mmol) was added in one portion and stirring was continued under nitrogen for 2 h. The volatiles were evaporated and the residue pa... The reactants are N1C=NC=C1 (Imidazole), C(C)(C)(C)[Si](C1=CC=CC=C1)(C1=CC=CC=C1)Cl (t-butylchlorodiphenylsilane), N1N=CC2=CC=C(C=C12)O (1H-indazol-6-ol), O (Water). The solvent is CN(C=O)C (N,N-dimethylformamide). Run at time 3 hour. Product: O([Si](C1=CC=CC=C1)(C1=CC=CC=C1)C(C)(C)C)C1=CC=C2C=NNC2=C1 (6-(t-butyldiphenylsiloxy)-1H-indazole). The yield is 87.6%. As a reaction SMILES: N1C=CN=C1.[C:6]([Si:10](Cl)([C:17]1[CH:22]=[CH:21][CH:20]=[CH:19][CH:18]=1)[C:11]1[CH:16]=[CH:15][CH:14]=[CH:13][CH:12]=1)([CH3:9])([CH3:8])[CH3:7].[NH:24]1[C:32]2[C:27](=[CH:28][CH:29]=[C:30]([OH:33])[CH:31]=2)[CH:26]=[N:25]1.O>CN(C)C=O>[O:33]([C:30]1[CH:31]=[C:32]2[C:27]([CH:26]=[N:25][NH:24]2)=[CH:28][CH:29]=1)[Si:10]([C:6]([CH3:9])([CH3:8])[CH3:7])([C:17]1[CH:22]=[CH:21][CH:20]=[CH:19][CH:18]=1)[C:11]1[CH:16]=[CH:15][CH:14]=[CH:13][CH:12]=1. Procedure details: Imidazole (3.0 g, manufactured by Kanto Chemical Co., Inc.) and t-butylchlorodiphenylsilane (12.1 g, manufactured by Tokyo Chemical Industry Co., Ltd.) were added to a solution of 1H-indazol-6-ol (3.0 g) synthesized according to the literature (L. F. Fieser, J. Am. Chem. Soc., 1926, 48, 1097-1107) in N,N-dimethylformamide (100 mL, manufactured by Kanto Chemical Co., Inc.), and the mixture was stirred for 3 hours at room temperature. Water (200 mL) was added to the reaction solution, and the mixt... The reactants are Cc1nc(NC2CCc3ccccc32)nc(NC2CC(CO[Si](C)(C)C(C)(C)C)C3OC(C)(C)OC23)n1, CCCC[N+](CCCC)(CCCC)CCCC, C1CCOC1, [F-]. Yields the product Cc1nc(NC2CCc3ccccc32)nc(NC2CC(CO)C3OC(C)(C)OC23)n1. RXN SMILES: [C:1]([Si:2]([CH3:3])([CH3:4])[O:6][CH2:7][CH:8]1[CH2:9][CH:10]([NH:18][c:19]2[n:20][c:21]([CH3:35])[n:22][c:23]([NH:25][CH:26]3[CH2:27][CH2:28][c:29]4[cH:30][cH:31][cH:32][cH:33][c:34]43)[n:24]2)[CH:11]2[CH:12]1[O:13][C:14]([CH3:16])([CH3:17])[O:15]2)([CH3:5])([CH3:36])[CH3:37].[CH2:39]([N+:40]([CH2:41][CH2:42][CH2:43][CH3:44])([CH2:45][CH2:46][CH2:47][CH3:48])[CH2:49][CH2:50][CH2:51][CH3:52])[CH2:53][CH2:54][CH3:55].[CH2:56]1[O:57][CH2:58][CH2:59][CH2:60]1.[F-:38]>>[OH:6][CH2:7][CH:8]1[CH2:9][CH:10]([NH:18][c:19]2[n:20][c:21]([CH3:35])[n:22][c:23]([NH:25][CH:26]3[CH2:27][CH2:28][c:29]4[cH:30][cH:31][cH:32][cH:33][c:34]43)[n:24]2)[CH:11]2[CH:12]1[O:13][C:14]([CH3:16])([CH3:17])[O:15]2.